From a dataset of the Open Reaction Database (ORD), a public repository of structured organic reaction records. describe an organic reaction: reactants, conditions, products, and yield Starting materials: BrC=1C=NC(=NC1)N (5-bromo-pyrimidin-2-ylamine), ClCC=O (chloroacetaldehyde). Solvent: C(O)([O-])=O.[Na+] (sodium hydrogencarbonate). Reaction conditions: temperature 25 celsius, time 24 hour. Product: SiO2, BrC=1C=NC=2N(C1)C=CN2 (6-Bromo-imidazo[1,2-a]pyrimidine). Reaction SMILES: [Br:1][C:2]1[CH:3]=[N:4][C:5]([NH2:8])=[N:6][CH:7]=1.Cl[CH2:10][CH:11]=O>C(=O)([O-])O.[Na+]>[Br:1][C:2]1[CH:3]=[N:4][C:5]2[N:6]([CH:10]=[CH:11][N:8]=2)[CH:7]=1 |f:2.3|. Procedure details: 50 mmol of 5-bromo-pyrimidin-2-ylamine are dissolved in 200 ml of saturated aqueous sodium hydrogencarbonate solution. 55 mmol of chloroacetaldehyde are added to the reaction mixture and the mixture is stirred for 24 hours at 25° C. The mixture is extracted with ethyl acetate (3×300 ml) and the combined extracts are dried over sodium sulphate and evaporated under reduced pressure. Flash chromatography (SiO2 60F) of the residue provides the title compound which is identified on the basis of its R...